From a dataset of the Open Reaction Database (ORD), a public repository of structured organic reaction records. describe an organic reaction: reactants, conditions, products, and yield Reactants: O=C([O-])[O-], CCc1nc2ccccc2[nH]1, Cn1c(CCN2CCOC(C)(C)C2)nc2c(N3CCOCC3)nc(Cl)nc21, [Cs+], [Cs+], C1COCCO1, O=C(C=Cc1ccccc1)C=Cc1ccccc1, O=C(C=Cc1ccccc1)C=Cc1ccccc1, O=C(C=Cc1ccccc1)C=Cc1ccccc1, [Pd], [Pd]. Product: CCc1nc2ccccc2n1-c1nc(N2CCOCC2)c2nc(CCN3CCOC(C)(C)C3)n(C)c2n1. Reaction SMILES: [C:39](=[O:40])([O-:41])[O-:42].[CH2:28]([CH3:29])[c:30]1[nH:31][c:32]2[c:33]([n:34]1)[cH:35][cH:36][cH:37][cH:38]2.[Cl:1][c:2]1[n:3][c:4]([N:22]2[CH2:23][CH2:24][O:25][CH2:26][CH2:27]2)[c:5]2[n:6][c:7]([CH2:12][CH2:13][N:14]3[CH2:15][C:16]([CH3:20])([CH3:21])[O:17][CH2:18][CH2:19]3)[n:8]([CH3:11])[c:9]2[n:10]1.[Cs+:43].[Cs+:44].[O:45]1[CH2:46][CH2:47][O:48][CH2:49][CH2:50]1.[O:53]=[C:54]([CH:55]=[CH:56][c:57]1[cH:58][cH:59][cH:60][cH:61][cH:62]1)[CH:63]=[CH:64][c:65]1[cH:66][cH:67][cH:68][cH:69][cH:70]1.[O:71]=[C:72]([CH:73]=[CH:74][c:75]1[cH:76][cH:77][cH:78][cH:79][cH:80]1)[CH:81]=[CH:82][c:83]1[cH:84][cH:85][cH:86][cH:87][cH:88]1.[O:89]=[C:90]([CH:91]=[CH:92][c:93]1[cH:94][cH:95][cH:96][cH:97][cH:98]1)[CH:99]=[CH:100][c:101]1[cH:102][cH:103][cH:104][cH:105][cH:106]1.[Pd:51].[Pd:52]>>[c:2]1(-[n:31]2[c:30]([CH2:28][CH3:29])[n:34][c:33]3[c:32]2[cH:38][cH:37][cH:36][cH:35]3)[n:3][c:4]([N:22]2[CH2:23][CH2:24][O:25][CH2:26][CH2:27]2)[c:5]2[n:6][c:7]([CH2:12][CH2:13][N:14]3[CH2:15][C:16]([CH3:20])([CH3:21])[O:17][CH2:18][CH2:19]3)[n:8]([CH3:11])[c:9]2[n:10]1. RXN SMILES: [C:1]([C:4]1[CH:12]=[CH:11][C:7]([C:8]([OH:10])=[O:9])=[CH:6][CH:5]=1)(=O)[CH3:2].[N:13]1[NH:14][C:15](=[O:19])[CH:16]=CC=1>>[O:19]=[C:15]1[NH:14][N:13]=[C:1]([C:4]2[CH:12]=[CH:11][C:7]([C:8]([OH:10])=[O:9])=[CH:6][CH:5]=2)[CH:2]=[CH:16]1. Reported procedure: 50 g of 4-acetylbenzoic acid are converted into the pyridazinone in accordance with GWP 1. Yields the product O=C1C=CC(=NN1)C1=CC=C(C(=O)O)C=C1 (4-(6-Oxo-1,6-dihydropyridazin-3-yl)benzoic acid). Reactants: C(C)(=O)C1=CC=C(C(=O)O)C=C1 (4-acetylbenzoic acid), N=1NC(C=CC1)=O (pyridazinone). Procedure: A solution of methyl 7-amino-3-(2,2-dimethoxyethylamino)-2H-benzo[1,4]oxazine-8-carboxylate (Intermediate 27, 0.910 g) in concentrated aqueous hydrochloric acid (8 mL) and methanol (10 mL) was heated to reflux for 3 hours. After cooling, the mixture was concentrated in vacuo and the residue was dissolved in a mixture of ethyl acetate and water and basified with 2M aqueous sodium hydroxide solution. The layers were separated and the aqueous layer was extracted several times with ethyl acetate. Th... Solvent: Cl (hydrochloric acid), CO (methanol). The product is NC1=C(C=2OCC=3N(C2C=C1)C=CN3)C(=O)OC (methyl 7-amino-4H-5-oxa-3,9b-diazacyclopenta[a]naphthalene-6-carboxylate). The reactants are NC1=C(C2=C(N=C(CO2)NCC(OC)OC)C=C1)C(=O)OC (methyl 7-amino-3-(2,2-dimethoxyethylamino)-2H-benzo[1,4]oxazine-8-carboxylate), NC1=C(C2=C(N=C(CO2)NCC(OC)OC)C=C1)C(=O)OC (methyl 7-amino-3-(2,2-dimethoxyethylamino)-2H-benzo[1,4]oxazine-8-carboxylate). Yield: 53.1%. As a reaction SMILES: [NH2:1][C:2]1[CH:18]=[CH:17][C:5]2[N:6]=[C:7]([NH:10][CH2:11][CH:12](OC)OC)[CH2:8][O:9][C:4]=2[C:3]=1[C:19]([O:21][CH3:22])=[O:20]>Cl.CO>[NH2:1][C:2]1[CH:18]=[CH:17][C:5]2[N:6]3[CH:12]=[CH:11][N:10]=[C:7]3[CH2:8][O:9][C:4]=2[C:3]=1[C:19]([O:21][CH3:22])=[O:20]. Reagents/catalysts: C=1C=CC(=CC1)[P](C=2C=CC=CC2)(C=3C=CC=CC3)[Pd]([P](C=4C=CC=CC4)(C=5C=CC=CC5)C=6C=CC=CC6)([P](C=7C=CC=CC7)(C=8C=CC=CC8)C=9C=CC=CC9)[P](C=1C=CC=CC1)(C=1C=CC=CC1)C=1C=CC=CC1 (Pd(PPh3)4). Reaction conditions: temperature 120 celsius, time 14 minute. Solvent: CO (methanol). Yields the product CC=1SC=C(N1)C(=O)NC1=C2C=NNC2=CC(=C1)C=1C=NC(=C(C1)NS(=O)(=O)C)OC (2-Methyl-N-(6-{6-(methyloxy)-5-[(methylsulfonyl)amino]-3-pyridinyl}-1H-indazol-4-yl)-1,3-thiazole-4-carboxamide). Starting materials: CC=1SC=C(N1)C(=O)NC1=C2C=NN(C2=CC(=C1)[Sn](C)(C)C)S(=O)(=O)C1=CC=CC=C1 (2-Methyl-N-[1-(phenylsulfonyl)-6-(trimethylstannanyl)-1H-indazol-4-yl]-1,3-thiazole-4-carboxamide), BrC=1C=C(C(=NC1)OC)NS(=O)(=O)C (N-[5-bromo-2-(methyloxy)-3-pyridinyl]methanesulfonamide), CN(C)C=O (DMF). Isolated yield 6.7%. RXN SMILES: [CH3:1][C:2]1[S:3][CH:4]=[C:5]([C:7]([NH:9][C:10]2[CH:18]=[C:17]([Sn](C)(C)C)[CH:16]=[C:15]3[C:11]=2[CH:12]=[N:13][N:14]3S(C2C=CC=CC=2)(=O)=O)=[O:8])[N:6]=1.Br[C:33]1[CH:34]=[C:35]([NH:41][S:42]([CH3:45])(=[O:44])=[O:43])[C:36]([O:39][CH3:40])=[N:37][CH:38]=1.CN(C=O)C>C1C=CC([P]([Pd]([P](C2C=CC=CC=2)(C2C=CC=CC=2)C2C=CC=CC=2)([P](C2C=CC=CC=2)(C2C=CC=CC=2)C2C=CC=CC=2)[P](C2C=CC=CC=2)(C2C=CC=CC=2)C2C=CC=CC=2)(C2C=CC=CC=2)C2C=CC=CC=2)=CC=1.CO>[CH3:1][C:2]1[S:3][CH:4]=[C:5]([C:7]([NH:9][C:10]2[CH:18]=[C:17]([C:33]3[CH:38]=[N:37][C:36]([O:39][CH3:40])=[C:35]([NH:41][S:42]([CH3:45])(=[O:44])=[O:43])[CH:34]=3)[CH:16]=[C:15]3[C:11]=2[CH:12]=[N:13][NH:14]3)=[O:8])[N:6]=1 |^1:54,56,75,94|. Procedure: 2-Methyl-N-[1-(phenylsulfonyl)-6-(trimethylstannanyl)-1H-indazol-4-yl]-1,3-thiazole-4-carboxamide (200 mg, 0.356 mmol), N-[5-bromo-2-(methyloxy)-3-pyridinyl]methanesulfonamide (120 mg, 0.428 mmol) and Pd(PPh3)4 (41 mg, 0.036 mmol) were weighed to a microwave vial. DMF (3 ml) was added and the reaction was heated in the microwave at 120° C. for 30 mins. The reaction mixture was passed through a 1 g silica cartridge (pre-conditioned with methanol), washing with methanol. The solvent was removed by... The reactants are CC(C)Cc1ccc(CC(=O)O)cc1, CN(C)C=O, ClCc1ccccc1Cl, [Na]. Product: CC(C)Cc1ccc(CC(=O)OCc2ccccc2Cl)cc1. RXN SMILES: [CH2:2]([CH:3]([CH3:4])[CH3:5])[c:6]1[cH:7][cH:8][c:9]([CH2:12][C:13](=[O:14])[OH:15])[cH:10][cH:11]1.[CH3:25][N:26]([CH3:27])[CH:28]=[O:29].[Cl:16][c:17]1[c:18]([CH2:19][Cl:20])[cH:21][cH:22][cH:23][cH:24]1.[Na:1]>>[CH2:2]([CH:3]([CH3:4])[CH3:5])[c:6]1[cH:7][cH:8][c:9]([CH2:12][C:13]([O:14][CH2:19][c:18]2[c:17]([Cl:16])[cH:24][cH:23][cH:22][cH:21]2)=[O:15])[cH:10][cH:11]1.